From a dataset of the Open Reaction Database (ORD), a public repository of structured organic reaction records. describe an organic reaction: reactants, conditions, products, and yield The reactants are O (water), OC1=CC=C(C=C1)C(COCC1=CC(=CC=C1)OC1=CC=CC=C1)(C)C (3-phenoxybenzyl 2-(4-hydroxyphenyl)-2-methylpropyl ether), CC(C)([O-])C.[K+] (potassium t-butoxide), BrC(F)(F)Br (dibromodifluoromethane). The solvent is CN1CCN(C1=O)C (DMI), CN1CCN(C1=O)C (DMI). Conditions: time 30 minute. Yields the product CC(C)(COCC1=CC(=CC=C1)OC2=CC=CC=C2)C3=CC=C(C=C3)OC(F)(F)Br (3-phenoxybenzyl 2-(4-difluorobromomethoxyphenyl)-2-methylpropyl ether). The yield is 99.4%. Reaction SMILES: [OH:1][C:2]1[CH:7]=[CH:6][C:5]([C:8]([CH3:26])([CH3:25])[CH2:9][O:10][CH2:11][C:12]2[CH:17]=[CH:16][CH:15]=[C:14]([O:18][C:19]3[CH:24]=[CH:23][CH:22]=[CH:21][CH:20]=3)[CH:13]=2)=[CH:4][CH:3]=1.CC(C)([O-])C.[K+].[Br:33][C:34](Br)([F:36])[F:35].O>CN1C(=O)N(C)CC1>[CH3:25][C:8]([C:5]1[CH:4]=[CH:3][C:2]([O:1][C:34]([Br:33])([F:36])[F:35])=[CH:7][CH:6]=1)([CH2:9][O:10][CH2:11][C:12]1[CH:17]=[CH:16][CH:15]=[C:14]([O:18][C:19]2[CH:20]=[CH:21][CH:22]=[CH:23][CH:24]=2)[CH:13]=1)[CH3:26] |f:1.2|. Procedure details: A solution of 21.6 g of 3-phenoxybenzyl 2-(4-hydroxyphenyl)-2-methylpropyl ether and 13.9 g of potassium t-butoxide in 120 ml of DMI was added dropwise to a mixture of 80 g of dibromodifluoromethane and 50 ml of DMI with stirring for 30 minutes at 50° to 60° C., and the mixture was maintained at this temperature for 3 hours. The reaction mixture was poured into water and extracted with toluene. The toluene solution was washed with dilute hydrochloric acid and water in this order, and dried. Tolu... Starting materials: 1-L, stainless steel, C(CCCC)[C@@H]1CC[C@H](CC1)[C@@H]1CC[C@H](CC1)C=CC(OC1=CC(=C(C(=C1)F)F)F)(F)F (1-(3-(trans-4-(trans-4-pentylcyclohexyl)cyclohexyl)-1,1-difluoro-2-propenyloxy)-3,4,5-trifluorobenzene). The reagents and catalysts are [C].[Pd] (palladium carbon). Run in mixed solution, C1(=CC=CC=C1)C.C(C)O (toluene ethanol). Reaction conditions: time 10 hour. Yields the product C(CCCC)[C@@H]1CC[C@H](CC1)[C@@H]1CC[C@H](CC1)CCC(OC1=CC(=C(C(=C1)F)F)F)(F)F (1-(3-(trans-4-(trans-4-pentylcyclohexyl)-cyclohexyl)-1,1-difluoropropoxy)-3,4,5-trifluorobenzene). The yield is 63.3%. As a reaction SMILES: [CH2:1]([C@H:6]1[CH2:11][CH2:10][C@H:9]([C@H:12]2[CH2:17][CH2:16][C@H:15]([CH:18]=[CH:19][C:20]([F:32])([F:31])[O:21][C:22]3[CH:27]=[C:26]([F:28])[C:25]([F:29])=[C:24]([F:30])[CH:23]=3)[CH2:14][CH2:13]2)[CH2:8][CH2:7]1)[CH2:2][CH2:3][CH2:4][CH3:5]>C1(C)C=CC=CC=1.C(O)C.[C].[Pd]>[CH2:1]([C@H:6]1[CH2:7][CH2:8][C@H:9]([C@H:12]2[CH2:17][CH2:16][C@H:15]([CH2:18][CH2:19][C:20]([F:32])([F:31])[O:21][C:22]3[CH:27]=[C:26]([F:28])[C:25]([F:29])=[C:24]([F:30])[CH:23]=3)[CH2:14][CH2:13]2)[CH2:10][CH2:11]1)[CH2:2][CH2:3][CH2:4][CH3:5] |f:1.2,3.4|. Procedure: In a nitrogen-purged 1-L stainless steel autoclave, 7.7 g (16.8 mmol) of 1-(3-(trans-4-(trans-4-pentylcyclohexyl)cyclohexyl)-1,1-difluoro-2-propenyloxy)-3,4,5-trifluorobenzene obtained in Example 3 was dissolved in 200 ml of a mixed solution of equal amount of toluene/ethanol. 0.8 g of 5% palladium carbon catalyst was added thereto, and the mixture was stirred at room temperature under a hydrogen pressure of 0.1 to 0.2 MPa for 10 hours. The catalyst was separated from the reaction mixture by fil... Reactants: COc1ccc(CCC(=O)O)cc1OC, c1ccccc1. Yields the product COc1cc2c(cc1OC)C(=O)CC2. As a reaction SMILES: [CH3:1][O:2][c:3]1[cH:4][c:5]([CH2:11][CH2:12][C:13](=[O:14])[OH:15])[cH:6][cH:7][c:8]1[O:9][CH3:10].[cH:16]1[cH:17][cH:18][cH:19][cH:20][cH:21]1>>[CH3:1][O:2][c:3]1[cH:4][c:5]2[c:6]([cH:7][c:8]1[O:9][CH3:10])[C:13](=[O:15])[CH2:12][CH2:11]2. The reactants are COC(C1=CN=C(C=C1C(F)(F)F)Cl)=O (6-chloro-4-trifluoromethyl-nicotinic acid methyl ester), C(C)(C)(C)OC(=O)N1CCC(CC1)N (4-amino-piperidine-1-carboxylic acid tert-butyl ester), [OH-].[Na+] (NaOH). Solvent: CN(C)C=O (DMF). Product: COC(C1=CN=C(C=C1C(F)(F)F)NC1CCN(CC1)C(=O)OC(C)(C)C)=O (6-(1-tert-Butoxycarbonyl-piperidin-4-ylamino)-4-trifluoromethyl-nicotinic acid methyl ester). Isolated yield 49.0%. RXN SMILES: [CH3:1][O:2][C:3](=[O:15])[C:4]1[C:9]([C:10]([F:13])([F:12])[F:11])=[CH:8][C:7](Cl)=[N:6][CH:5]=1.[C:16]([O:20][C:21]([N:23]1[CH2:28][CH2:27][CH:26]([NH2:29])[CH2:25][CH2:24]1)=[O:22])([CH3:19])([CH3:18])[CH3:17].[OH-].[Na+]>CN(C=O)C>[CH3:1][O:2][C:3](=[O:15])[C:4]1[C:9]([C:10]([F:13])([F:12])[F:11])=[CH:8][C:7]([NH:29][CH:26]2[CH2:25][CH2:24][N:23]([C:21]([O:20][C:16]([CH3:19])([CH3:18])[CH3:17])=[O:22])[CH2:28][CH2:27]2)=[N:6][CH:5]=1 |f:2.3|. Reported procedure: A solution of 6-chloro-4-trifluoromethyl-nicotinic acid methyl ester (2.00 g, 8.35 mmol, 1.0 equiv; commercially available) and 4-amino-piperidine-1-carboxylic acid tert-butyl ester (2.01 g, 10.02 mmol, 1.2 equiv; commercially available) in anhydrous DMF (10 mL) was heated by microwave irradiation to 110° C. for 4 h. A solution of 1 M NaOH (100 mL) was added and the reaction mixture extracted with ethyl acetate (3×100 mL). The combined organic phases were dried over MgSO4, concentrated by evapor... The reactants are BrC=1C=C(C=CC1)NC1=C(C=CC=C1)NC(C1=CC=CC=C1)=O (N-[2-(3-bromophenylamino)phenyl]benzamide), O.C1(=CC=C(C=C1)S(=O)(=O)O)C (p-toluenesulfonic acid monohydrate), C(C)(=O)OCC (ethyl acetate), C(Cl)Cl (methylene chloride). Run in C=1(C(=CC=CC1)C)C (xylene), O (water). The product is BrC=1C=C(C=CC1)N1C(=NC2=C1C=CC=C2)C2=CC=CC=C2 (1-(3-bromophenyl)-2-phenyl-1H-benzimidazole). RXN SMILES: [Br:1][C:2]1[CH:3]=[C:4]([NH:8][C:9]2[CH:14]=[CH:13][CH:12]=[CH:11][C:10]=2[NH:15][C:16](=O)[C:17]2[CH:22]=[CH:21][CH:20]=[CH:19][CH:18]=2)[CH:5]=[CH:6][CH:7]=1.O.C1(C)C=CC(S(O)(=O)=O)=CC=1.C(OCC)(=O)C.C(Cl)Cl>C1(C)C(C)=CC=CC=1.O>[Br:1][C:2]1[CH:3]=[C:4]([N:8]2[C:9]3[CH:14]=[CH:13][CH:12]=[CH:11][C:10]=3[N:15]=[C:16]2[C:17]2[CH:22]=[CH:21][CH:20]=[CH:19][CH:18]=2)[CH:5]=[CH:6][CH:7]=1 |f:1.2|. Procedure details: 2.1 g (5.7 mmol) of N-[2-(3-bromophenylamino)phenyl]benzamide was suspended in 30 mL of xylene. After the addition of 0.6 g (2.9 mmol) of p-toluenesulfonic acid monohydrate, the mixture was subjected to azeotropic dehydration under heat reflux for 3 hours. After allowing the reaction solution to cool, ethyl acetate, methylene chloride, and water were added to the reaction solution, and an insoluble component was removed by filtration. The organic phase was extracted from the mother filtrate, was...